Dataset: the Open Reaction Database (ORD), a public repository of structured organic reaction records. Task: describe an organic reaction: reactants, conditions, products, and yield The reactants are CCN(C)c1nc2cc(NC(=O)c3c(C(=O)O)cnn3C)ccn2n1, C1CNC1, CCCP(=O)(O)O, CCN(C(C)C)C(C)C, C1CCOC1. The product is CCN(C)c1nc2cc(NC(=O)c3c(C(=O)N4CCC4)cnn3C)ccn2n1. As a reaction SMILES: [CH2:1]([CH3:2])[N:3]([c:4]1[n:5][n:6]2[c:7]([cH:8][c:9]([NH:12][C:13](=[O:14])[c:15]3[c:16]([C:21](=[O:22])[OH:23])[cH:17][n:18][n:19]3[CH3:20])[cH:10][cH:11]2)[n:24]1)[CH3:25].[CH2:26]1[CH2:27][NH:28][CH2:29]1.[CH2:30]([P:31]([OH:32])([OH:33])=[O:34])[CH2:35][CH3:36].[CH:37]([N:38]([CH2:39][CH3:40])[CH:41]([CH3:42])[CH3:43])([CH3:44])[CH3:45].[O:46]1[CH2:47][CH2:48][CH2:49][CH2:50]1>>[CH2:1]([CH3:2])[N:3]([c:4]1[n:5][n:6]2[c:7]([cH:8][c:9]([NH:12][C:13](=[O:14])[c:15]3[c:16]([C:21](=[O:23])[N:28]4[CH2:27][CH2:26][CH2:29]4)[cH:17][n:18][n:19]3[CH3:20])[cH:10][cH:11]2)[n:24]1)[CH3:25]. Reactants: CN(C(=O)C1=CC2=C(N=C(N=C2)NC2=NC=C(C=C2)C=O)N1C1CCCC1)C (7-cyclopentyl-2-(5-formyl-pyridin-2-ylamino)-7H-pyrrolo[2,3-d]pyrimidine-6-carboxylic acid dimethylamide), C(C)(C)N1CCNCC1 (N-isopropylpiperazine). Product: CN(C(=O)C1=CC2=C(N=C(N=C2)NC2=NC=C(C=C2)CN2CCN(CC2)C(C)C)N1C1CCCC1)C (7-cyclopentyl-2-[5-(4-isopropyl-piperazin-1-ylmethyl)-pyridin-2-ylamino]-7H-pyrrolo[2,3-d]pyrimidine-6-carboxylic acid dimethylamide). Yield: 53.0%. RXN SMILES: [CH3:1][N:2]([CH3:28])[C:3]([C:5]1[N:22]([CH:23]2[CH2:27][CH2:26][CH2:25][CH2:24]2)[C:8]2[N:9]=[C:10]([NH:13][C:14]3[CH:19]=[CH:18][C:17]([CH:20]=O)=[CH:16][N:15]=3)[N:11]=[CH:12][C:7]=2[CH:6]=1)=[O:4].[CH:29]([N:32]1[CH2:37][CH2:36][NH:35][CH2:34][CH2:33]1)([CH3:31])[CH3:30]>>[CH3:28][N:2]([CH3:1])[C:3]([C:5]1[N:22]([CH:23]2[CH2:24][CH2:25][CH2:26][CH2:27]2)[C:8]2[N:9]=[C:10]([NH:13][C:14]3[CH:19]=[CH:18][C:17]([CH2:20][N:35]4[CH2:36][CH2:37][N:32]([CH:29]([CH3:31])[CH3:30])[CH2:33][CH2:34]4)=[CH:16][N:15]=3)[N:11]=[CH:12][C:7]=2[CH:6]=1)=[O:4]. Reported procedure: Following General Procedure B, 7-cyclopentyl-2-(5-formyl-pyridin-2-ylamino)-7H-pyrrolo[2,3-d]pyrimidine-6-carboxylic acid dimethylamide (150 mg, 0.396 mmol) and N-isopropylpiperazine (56 mg, 0.436 mmol) gave 7-cyclopentyl-2-[5-(4-isopropyl-piperazin-1-ylmethyl)-pyridin-2-ylamino]-7H-pyrrolo[2,3-d]pyrimidine-6-carboxylic acid dimethylamide (103 mg, 53%) [following SiO2 chromatography, eluting with 0-10% (2M NH3 in MeOH)/dichloromethane]. MS (ESI) m/z 491.3 (M+H)+ (method A). Starting materials: ClC=1C=C(C=CC1)N1N=C(C=C1C1=CC(=CC(=C1)C(F)(F)F)F)C(=O)OCC (Ethyl 1-(3-chlorophenyl)-5-[3-fluoro-5-(trifluoromethyl)phenyl]-1H-pyrazole-3-carboxylate), ClC=1C=C(C=CC1F)N1N=C(C=C1C1=CC(=CC(=C1)F)Cl)C(=O)O (1-(3-Chloro-4-fluorophenyl)-5-(3-chloro-5-fluorophenyl)-1H-pyrazole-3-carboxylic acid). Yields the product ClC=1C=C(C=CC1)N1N=C(C=C1C1=CC(=CC(=C1)C(F)(F)F)F)C(=O)O (1-(3-Chlorophenyl)-5-[3-fluoro-5-(trifluoromethyl)phenyl]-1H-pyrazole-3-carboxylic acid). Procedure details: The preparation of the title compound takes place starting from the compound of Example 49A in analogy to the synthesis of the compound of Example 71A. 1.82 g (85% of theory) of the title compound are obtained. RXN SMILES: [Cl:1][C:2]1[CH:3]=[C:4]([N:8]2[C:12]([C:13]3[CH:18]=[C:17]([C:19]([F:22])([F:21])[F:20])[CH:16]=[C:15]([F:23])[CH:14]=3)=[CH:11][C:10]([C:24]([O:26]CC)=[O:25])=[N:9]2)[CH:5]=[CH:6][CH:7]=1.ClC1C=C(N2C(C3C=C(F)C=C(Cl)C=3)=CC(C(O)=O)=N2)C=CC=1F>>[Cl:1][C:2]1[CH:3]=[C:4]([N:8]2[C:12]([C:13]3[CH:18]=[C:17]([C:19]([F:22])([F:21])[F:20])[CH:16]=[C:15]([F:23])[CH:14]=3)=[CH:11][C:10]([C:24]([OH:26])=[O:25])=[N:9]2)[CH:5]=[CH:6][CH:7]=1.